This data is from the Open Reaction Database (ORD), a public repository of structured organic reaction records. The task is: describe an organic reaction: reactants, conditions, products, and yield The reactants are FC1=C(C=CC(=C1)F)NC(NC=1SC=C(N1)C(C(=O)OCC)=O)=O (ethyl 2-[3-(2,4-difluorophenyl)ureido]thiazol-4-ylglyoxylate), S1C(=S)N(C(=O)C1)CC(=O)O (rhodanine-3-acetic acid), [Cl-].[NH4+] (ammonium chloride), N (ammonia). Yields the product O.FC1=C(C=CC(=C1)F)NC(NC=1SC=C(N1)C(C(=O)OCC)=C1C(N(C(S1)=S)CC(=O)O)=O)=O.FC1=C(C=CC(=C1)F)NC(NC=1SC=C(N1)C(C(=O)OCC)=C1C(N(C(S1)=S)CC(=O)O)=O)=O (5-{1-[2-[3-(2,4-Difluorophenyl)ureido]-thiazol-4-yl]-1-ethoxycarbonvlmethylene)rhodanine-3-acetic acid hemihydrate). The solvent is C(C)O (ethanol). As a reaction SMILES: [F:1][C:2]1[CH:7]=[C:6]([F:8])[CH:5]=[CH:4][C:3]=1[NH:9][C:10](=[O:24])[NH:11][C:12]1[S:13][CH:14]=[C:15]([C:17](=O)[C:18]([O:20][CH2:21][CH3:22])=[O:19])[N:16]=1.[S:25]1[CH2:31][C:29](=[O:30])[N:28]([CH2:32][C:33]([OH:35])=[O:34])[C:26]1=[S:27].[Cl-].[NH4+].N>C(O)C>[OH2:19].[F:1][C:2]1[CH:7]=[C:6]([F:8])[CH:5]=[CH:4][C:3]=1[NH:9][C:10](=[O:24])[NH:11][C:12]1[S:13][CH:14]=[C:15]([C:17](=[C:31]2[S:25][C:26](=[S:27])[N:28]([CH2:32][C:33]([OH:35])=[O:34])[C:29]2=[O:30])[C:18]([O:20][CH2:21][CH3:22])=[O:19])[N:16]=1.[F:1][C:2]1[CH:7]=[C:6]([F:8])[CH:5]=[CH:4][C:3]=1[NH:9][C:10](=[O:24])[NH:11][C:12]1[S:13][CH:14]=[C:15]([C:17](=[C:31]2[S:25][C:26](=[S:27])[N:28]([CH2:32][C:33]([OH:35])=[O:34])[C:29]2=[O:30])[C:18]([O:20][CH2:21][CH3:22])=[O:19])[N:16]=1 |f:2.3,6.7.8|. Procedure details: Following a procedure similar to that described in Example 1, the desired compound was prepared from 1.8 g of ethyl 2-[3-(2,4-difluorophenyl)ureido]thiazol-4-ylglyoxylate, 0.96 g of rhodanine-3-acetic acid, 0.5 g of ammonium chloride, 0.5 ml of 28% v/v aqueous ammonia and 30 ml of ethanol. The resulting product was a yellow powder having the following physical properties. Starting materials: C(C1=CC=CC=C1)N1CCC(=CC1)CCC(=O)OCC (1-benzyl-4-(1-ethoxycarbonyl)ethyl-1,2,3,6-tetrahydropyridine), [H-].[Al+3].[Li+].[H-].[H-].[H-] (lithium aluminium hydride), CCOCC (ether), CCOCC (ether), S(=O)(=O)([O-])[O-].[Mg+2] (magnesium sulphate), [OH-].[Na+] (sodium hydroxide). Product: C(C1=CC=CC=C1)N1CCC(=CC1)C(CO)C (1-benzyl-4-(1-hydroxyprop-2-yl)-1,2,3,6-tetrahydropyridine). RXN SMILES: [CH2:1]([N:8]1[CH2:13][CH:12]=[C:11]([CH2:14][CH2:15]C(OCC)=O)[CH2:10][CH2:9]1)[C:2]1[CH:7]=[CH:6][CH:5]=[CH:4][CH:3]=1.[H-].[Al+3].[Li+].[H-].[H-].[H-].[OH-].[Na+].S([O-])([O-])(=O)=O.[Mg+2].C[CH2:36][O:37]CC>>[CH2:1]([N:8]1[CH2:13][CH:12]=[C:11]([CH:14]([CH3:15])[CH2:36][OH:37])[CH2:10][CH2:9]1)[C:2]1[CH:3]=[CH:4][CH:5]=[CH:6][CH:7]=1 |f:1.2.3.4.5.6,7.8,9.10|. Procedure details: 1-benzyl-4-(1-ethoxycarbonyl)ethyl-1,2,3,6-tetrahydropyridine (18.0 g) in dry ether (70 cm3) was added dropwise at 0° to a stirred suspension of lithium aluminium hydride (2.7 g) in ether (70 cm3) over 0.5 hours. After 1 hour 1M sodium hydroxide (15 cm3) solution was added dropwise over 0.5 hours and after stirring for a further 1 hour magnesium sulphate (10 g) was added. The mixture was filtered, the filtrate evaporated in vacuo and the residue distilled to afford 1-benzyl-4-(1-hydroxyprop-2-yl... Reactants: O=Cc1ccc(Br)cc1, O=C1Cc2c(CCO)cccc2N1. The product is O=C1Nc2cccc(CCO)c2C1=Cc1ccc(Br)cc1. Reaction SMILES: [Br:14][c:15]1[cH:16][cH:17][c:18]([CH:19]=[O:20])[cH:21][cH:22]1.[OH:1][CH2:2][CH2:3][c:4]1[c:5]2[c:9]([cH:10][cH:11][cH:12]1)[NH:8][C:7](=[O:13])[CH2:6]2>>[OH:1][CH2:2][CH2:3][c:4]1[c:5]2[c:9]([cH:10][cH:11][cH:12]1)[NH:8][C:7](=[O:13])[C:6]2=[CH:19][c:18]1[cH:17][cH:16][c:15]([Br:14])[cH:22][cH:21]1. The reactants are [Br-].C(CCCCCCCCCCCCCCC)SCC(C[N+](CCO)(C)C)OC ((±)-3-hexadecylthio-2-methoxy-N,N-dimethyl-N-β-hydroxyethyl-1-propyl ammonium bromide), C(CCCCCCCCCCCCCCC)SCC(CBr)OCC ((±)-1-hexadecylthio-2-ethoxy-3-bromopropane), CN(C)C(CC)O (N,N-dimethylaminopropanol). Yields the product [Br-].C(CCCCCCCCCCCCCCC)SCC(C[N+](CCCO)(C)C)OCC ((±)-3-hexadecylthio-2-ethoxy-N,N-dimethyl-N-gamma-hydroxypropyl-1-propyl ammonium bromide). Yield: 22.0%. RXN SMILES: [Br-].[CH2:2]([S:18][CH2:19][CH:20]([O:28][CH3:29])[CH2:21][N+:22]([CH3:27])([CH3:26])[CH2:23][CH2:24]O)[CH2:3][CH2:4][CH2:5][CH2:6][CH2:7][CH2:8][CH2:9][CH2:10][CH2:11][CH2:12][CH2:13][CH2:14][CH2:15][CH2:16][CH3:17].C(SC[CH:48]([O:51]CC)C[Br:50])CCCCCCCCCCCCCCC.[CH3:54]N(C(O)CC)C>>[Br-:50].[CH2:2]([S:18][CH2:19][CH:20]([O:28][CH2:29][CH3:54])[CH2:21][N+:22]([CH3:27])([CH3:26])[CH2:23][CH2:24][CH2:48][OH:51])[CH2:3][CH2:4][CH2:5][CH2:6][CH2:7][CH2:8][CH2:9][CH2:10][CH2:11][CH2:12][CH2:13][CH2:14][CH2:15][CH2:16][CH3:17] |f:0.1,4.5|. Procedure: This product was prepared in an analogous manner to that of (±)-3-hexadecylthio-2-methoxy-N,N-dimethyl-N-β-hydroxyethyl-1-propyl ammonium bromide from 2.2 grams (0.005 mole) of (±)-1-hexadecylthio-2-ethoxy-3-bromopropane and 0.6 milliliter (0.006 mole) of N,N-dimethylaminopropanol to give 0.575 milligram (22%) of product, (mp 96°-98° Centigrade). 1H-NMR (CDCl3): delta, 0.87(t, 3H, terminal methyl), 1.2-1.6[m, 31H, (CH2)14, CH3 --CH2 --O], 2.2(m, 2H, N--CH2 --CH2 --CH2), 2.58(m, 2H, S--CH2), 2.7-... Starting materials: CO, CCOC(C)=O, O=C1COc2cc([N+](=O)[O-])ccc2N1. Product: Nc1ccc2c(c1)OCC(=O)N2. Reaction SMILES: [CH3:15][OH:16].[CH3:17][CH2:18][O:19][C:20]([CH3:21])=[O:22].[N+:1]([O-:2])(=[O:3])[c:4]1[cH:5][c:6]2[c:7]([cH:13][cH:14]1)[NH:8][C:9](=[O:12])[CH2:10][O:11]2>>[NH2:1][c:4]1[cH:5][c:6]2[c:7]([cH:13][cH:14]1)[NH:8][C:9](=[O:12])[CH2:10][O:11]2. The reactants are C1CCOC1, CCOC(=O)C(C)C(=O)OCC, [Cl-], O=C(Cl)c1cc([N+](=O)[O-])cc(Br)c1Cl, [H-], [NH4+], [Na+]. Yields the product CCOC(=O)C(C)(C(=O)OCC)C(=O)c1cc([N+](=O)[O-])cc(Br)c1Cl. As a reaction SMILES: [CH2:31]1[O:32][CH2:33][CH2:34][CH2:35]1.[CH3:3][CH:4]([C:5](=[O:6])[O:7][CH2:8][CH3:9])[C:10](=[O:11])[O:12][CH2:13][CH3:14].[Cl-:29].[Cl:15][c:16]1[c:17]([C:18](=[O:19])[Cl:20])[cH:21][c:22]([N+:26](=[O:27])[O-:28])[cH:23][c:24]1[Br:25].[H-:1].[NH4+:30].[Na+:2]>>[CH3:3][C:4]([C:5](=[O:6])[O:7][CH2:8][CH3:9])([C:10](=[O:11])[O:12][CH2:13][CH3:14])[C:18]([c:17]1[c:16]([Cl:15])[c:24]([Br:25])[cH:23][c:22]([N+:26](=[O:27])[O-:28])[cH:21]1)=[O:19].